Dataset: the Open Reaction Database (ORD), a public repository of structured organic reaction records. Task: describe an organic reaction: reactants, conditions, products, and yield Reactants: ClC1=NC(=NC(=C1)C)SC (4-chloro-6-methyl-2-methylthio-pyrimidine), FC(C1=CC=C(C=C1)B(O)O)(F)F (4-trifluoromethylphenyl boronic acid), C(O)([O-])=O.[Na+] (sodium hydrogen carbonate), C1(=CC=CC=C1)P(CCCCP(C1=CC=CC=C1)C1=CC=CC=C1)C1=CC=CC=C1 (1,4-bis(diphenylphosphino)butane). The reagents and catalysts are [Pd](Cl)Cl.C(C1=CC=CC=C1)#N.C(C1=CC=CC=C1)#N (bis(benzonitrile)-palladium(II)chloride). Solvent: O1CCOCC1 (dioxane), O (water), C1(=CC=CC=C1)C (toluene). Yields the product CC1=NC(=NC(=C1)C1=CC=C(C=C1)C(F)(F)F)SC (4-Methyl-2-methylthio-6-(4-trifluoromethylphenyl)-pyrimidine). Isolated yield 74.4%. As a reaction SMILES: C1(P(C2C=CC=CC=2)CCCCP(C2C=CC=CC=2)C2C=CC=CC=2)C=CC=CC=1.Cl[C:32]1[CH:37]=[C:36]([CH3:38])[N:35]=[C:34]([S:39][CH3:40])[N:33]=1.[F:41][C:42]([F:53])([F:52])[C:43]1[CH:48]=[CH:47][C:46](B(O)O)=[CH:45][CH:44]=1.C(=O)([O-])O.[Na+]>[Pd](Cl)Cl.C(#N)C1C=CC=CC=1.C(#N)C1C=CC=CC=1.O1CCOCC1.O.C1(C)C=CC=CC=1>[CH3:38][C:36]1[CH:37]=[C:32]([C:46]2[CH:47]=[CH:48][C:43]([C:42]([F:53])([F:52])[F:41])=[CH:44][CH:45]=2)[N:33]=[C:34]([S:39][CH3:40])[N:35]=1 |f:3.4,5.6.7|. Procedure details: 0.236 g of 1,4-bis(diphenylphosphino)butane and 0.20 g bis(benzonitrile)-palladium(II)chloride are refluxed in 10 m toluene under nitrogen for 2 hrs. At room temperature 0.95 g 4-chloro-6-methyl-2-methylthio-pyrimidine, 1.24 g 4-trifluoromethylphenyl boronic acid, 1.38 g sodium hydrogen carbonate, 30 ml water and 40 ml dioxane are added, and the mixture is heated to reflux for 5 hrs. The organic phase is washed with water and chromatographed to give 1.15 g of the title compound.